describe an organic reaction: reactants, conditions, products, and yield From a dataset of the Open Reaction Database (ORD), a public repository of structured organic reaction records. The product is ClC1=CC=C(C(=C1C(=O)O)F)CNC(C(CF)(C)C)=O (6-Chloro-2-fluoro-3-((3-fluoro-2,2-dimethylpropanamido)methyl)benzoic acid). RXN SMILES: [Cl:1][C:2]1[C:7]([C:8]([O:10]CC)=[O:9])=[C:6]([F:13])[C:5]([CH2:14][NH:15][C:16](=[O:22])[C:17]([CH3:21])([CH3:20])[CH2:18][F:19])=[CH:4][CH:3]=1.[OH-].[Na+]>C1COCC1.CO.O>[Cl:1][C:2]1[C:7]([C:8]([OH:10])=[O:9])=[C:6]([F:13])[C:5]([CH2:14][NH:15][C:16](=[O:22])[C:17]([CH3:20])([CH3:21])[CH2:18][F:19])=[CH:4][CH:3]=1 |f:1.2,3.4.5|. The solvent is C1CCOC1.CO.O (THF MeOH H2O). Starting materials: ClC1=CC=C(C(=C1C(=O)OCC)F)CNC(C(CF)(C)C)=O (ethyl 6-chloro-2-fluoro-3-((3-fluoro-2,2-dimethylpropanamido)methyl)benzoate), [OH-].[Na+] (NaOH). Yield: 91.6%. Procedure: The title compound was prepared following the procedure described in step-3 of Intermediate-2 using ethyl 6-chloro-2-fluoro-3-((3-fluoro-2,2-dimethylpropanamido)methyl)benzoate (100 mg, 0.30 mmol) in THF:MeOH:H2O (3:2:1; 6 mL) and NaOH (24 mg, 0.60 mmol) to afford 84 mg of the title product. 1H NMR (300 MHz, DMSO d6): δ 8.30 (t, 1H), 7.39-7.29 (m, 2H), 4.47-4.28 (m, 4H), 1.14 (s, 6H). Reactants: ClC(Cl)Cl, Clc1ncnc2c1CCC2, O=C(OO)c1cccc(Cl)c1. The product is [O-][n+]1cnc(Cl)c2c1CCC2. Reaction SMILES: [CH:22]([Cl:23])([Cl:24])[Cl:25].[Cl:1][c:2]1[c:3]2[c:4]([n:5][cH:6][n:7]1)[CH2:8][CH2:9][CH2:10]2.[OH:11][O:12][C:13]([c:14]1[cH:15][c:16]([Cl:17])[cH:18][cH:19][cH:20]1)=[O:21]>>[Cl:1][c:2]1[c:3]2[c:4]([n+:5]([O-:11])[cH:6][n:7]1)[CH2:8][CH2:9][CH2:10]2. The reagents and catalysts are [C].[Pd] (palladium carbon). The solvent is CO (methanol). Yield: 94.0%. RXN SMILES: [CH3:1][O:2][C:3](=[O:25])[C@@H:4]([NH:12][C:13](=[O:24])[C@@H:14]([OH:23])[C@@H:15]([N:20]=[N+]=[N-])[CH2:16][CH2:17][CH2:18][CH3:19])[CH2:5][C:6]1[CH:11]=[CH:10][CH:9]=[CH:8][CH:7]=1>[C].[Pd].CO>[CH3:1][O:2][C:3](=[O:25])[C@@H:4]([NH:12][C:13](=[O:24])[C@@H:14]([OH:23])[C@@H:15]([NH2:20])[CH2:16][CH2:17][CH2:18][CH3:19])[CH2:5][C:6]1[CH:11]=[CH:10][CH:9]=[CH:8][CH:7]=1 |f:1.2|. Procedure: To 30 ml of a methanol solution containing 442 mg (1.27 mmol) of (2S,3S)-N-[(2S)-1-methoxy-1-oxo-3-phenyl-2-propyl]-3-azido-2-hydroxyheptanamide was added 45 mg of 5% palladium carbon, and the mixture was stirred under hydrogen atmosphere for 18 hours. Insoluble materials were filtered off, and the filtrate was distilled under reduced pressure to obtain 385 mg (Yield: 94%) of the title compound. Product: COC([C@H](CC1=CC=CC=C1)NC([C@H]([C@H](CCCC)N)O)=O)=O ((2S,3S)-N-[(2S)-1-methoxy-1-oxo-3-phenyl-2-propyl]-3-amino-2-hydroxyheptanamide). Reaction conditions: time 18 hour. Starting materials: COC([C@H](CC1=CC=CC=C1)NC([C@H]([C@H](CCCC)N=[N+]=[N-])O)=O)=O ((2S,3S)-N-[(2S)-1-methoxy-1-oxo-3-phenyl-2-propyl]-3-azido-2-hydroxyheptanamide). Reactants: N1=CC=CC=C1 (pyridine), C(=O)(Cl)Cl (phosgene), 4-nitrophenylchloroformate. Yields the product tertiary amine, C(C)(C)N(CC)C(C)C (diisopropylethylamine). RXN SMILES: [C:1](Cl)(Cl)=O.[CH:5]1[C:10]([N+]([O-])=O)=CC=C([Cl-]C([O-])=O)[CH:6]=1.[N:18]1[CH:23]=[CH:22]C=[CH:20][CH:19]=1>>[CH:5]([N:18]([CH:19]([CH3:20])[CH3:1])[CH2:23][CH3:22])([CH3:10])[CH3:6]. Procedure details: In the second preferred activating procedure, the T-CA is treated with a phosgene equivalent (approx. 1.1 equivalent), e.g., 4-nitrophenylchloroformate, and a tertiary amine (approx. 1.1 equivalent), e.g., diisopropylethylamine, in an aprotic solvent, e.g., pyridine, at between 0° and 25° C. for between 10 min and 2 hrs to give the active T-CA linker. The reactants are C(C)OC(CC1=CC(=CC=C1)SC1=C(NC2=CC(=CC=C12)Cl)C)=O ([3-(6-chloro-2-methyl-1H-indol-3-ylsulfanyl)-phenyl]-acetic acid ethyl ester), BrC=1C=NC=CC1 (3-bromopyridine). Yields the product C(C)OC(CC1=CC(=CC=C1)SC1=C(N(C2=CC(=CC=C12)Cl)C=1C=NC=CC1)C)=O ([3-(6-Chloro-2-methyl-1-pyridin-3-yl-1H-indol-3-ylsulfanyl)-phenyl]-acetic acid ethyl ester). As a reaction SMILES: [CH2:1]([O:3][C:4](=[O:24])[CH2:5][C:6]1[CH:11]=[CH:10][CH:9]=[C:8]([S:12][C:13]2[C:21]3[C:16](=[CH:17][C:18]([Cl:22])=[CH:19][CH:20]=3)[NH:15][C:14]=2[CH3:23])[CH:7]=1)[CH3:2].Br[C:26]1[CH:27]=[N:28][CH:29]=[CH:30][CH:31]=1>>[CH2:1]([O:3][C:4](=[O:24])[CH2:5][C:6]1[CH:11]=[CH:10][CH:9]=[C:8]([S:12][C:13]2[C:21]3[C:16](=[CH:17][C:18]([Cl:22])=[CH:19][CH:20]=3)[N:15]([C:26]3[CH:27]=[N:28][CH:29]=[CH:30][CH:31]=3)[C:14]=2[CH3:23])[CH:7]=1)[CH3:2]. Procedure details: Prepared according to the procedure described in Example 27, Step 1, using the following starting materials: [3-(6-chloro-2-methyl-1H-indol-3-ylsulfanyl)-phenyl]-acetic acid ethyl ester and 3-bromopyridine.